describe an organic reaction: reactants, conditions, products, and yield From a dataset of the Open Reaction Database (ORD), a public repository of structured organic reaction records. The reactants are CN1C(=C(C(=O)OCC)C(C=C1C1=CC=CC=C1)=O)CCC (ethyl 1-methyl-6-phenyl-2-propyl-4-oxonicotinate), CO (methanol), O (water). Run in [OH-].[Na+] (sodium hydroxide). Run at temperature 85 celsius, time 2 hour. The product is CN1C(=C(C(=O)O)C(C=C1C1=CC=CC=C1)=O)CCC (1-methyl-6-phenyl-2-propyl-4-oxonicotinic acid). The yield is 66.3%. RXN SMILES: [CH3:1][N:2]1[C:12]([C:13]2[CH:18]=[CH:17][CH:16]=[CH:15][CH:14]=2)=[CH:11][C:10](=[O:19])[C:4]([C:5]([O:7]CC)=[O:6])=[C:3]1[CH2:20][CH2:21][CH3:22].CO.O>[OH-].[Na+]>[CH3:1][N:2]1[C:12]([C:13]2[CH:18]=[CH:17][CH:16]=[CH:15][CH:14]=2)=[CH:11][C:10](=[O:19])[C:4]([C:5]([OH:7])=[O:6])=[C:3]1[CH2:20][CH2:21][CH3:22] |f:3.4|. Procedure details: 4.5 g (0.015 mol) of ethyl 1-methyl-6-phenyl-2-propyl-4-oxonicotinate is suspended in 60 g of 5% sodium hydroxide in a 1:1 mixture of methanol and water. The mixture is heated at 85° C. and stirred for 21/2 hrs. The solution formed is acidified and the suspension formed is vacuum filtered. The filter cake is dried to afford 2.7 g of 1-methyl-6-phenyl-2-propyl-4-oxonicotinic acid, mp 150° C. (MDC/ether). An additional 0.5 g of 1-methyl-6-phenyl-2-propyl-4-oxonicotinic acid is obtained by extracti...